Dataset: the Open Reaction Database (ORD), a public repository of structured organic reaction records. Task: describe an organic reaction: reactants, conditions, products, and yield Starting materials: hydrochloride salt, CC1(C2CNCC12)C=1C=C(C=CC1)NS(=O)(=O)C (N-[3-(6-methyl-3-azabicyclo[3.1.0]hex-6-yl)phenyl]methanesulfonamide), C(O)([O-])=O.[Na+] (sodium hydrogen carbonate), O.ON1N=NC2=C1C=CC=C2 (1-hydroxybenzotriazole monohydrate), Cl.CN(CCCN=C=NCC)C (1-(3-dimethylaminopropyl)-3-ethylcarbodiimide hydrochloride), S1C(=NC2=C1C=CC=C2)CCC(=O)O (3-(1,3-benzothiazol-2-yl)propanoic acid). Solvent: CN(C=O)C (N,N-dimethylformamide), ClCCl (dichloromethane), O (water). Conditions: time 15 minute. Yields the product N (ammonia), S1C(=NC2=C1C=CC=C2)CCC(=O)N2CC1C(C1C2)(C)C=2C=C(C=CC2)NS(=O)(=O)C (N-(3-{3-[3-(1,3-Benzothiazol-2-yl)propanoyl]-6-methyl-3-azabicyclo[3.1.0]hex-6-yl}phenyl)methanesulfonamide). The yield is 75.8%. As a reaction SMILES: O.O[N:3]1C2C=CC=CC=2N=N1.Cl.CN(C)CCCN=C=NCC.[S:24]1[C:28]2[CH:29]=[CH:30][CH:31]=[CH:32][C:27]=2[N:26]=[C:25]1[CH2:33][CH2:34][C:35]([OH:37])=O.[CH3:38][C:39]1([C:45]2[CH:46]=[C:47]([NH:51][S:52]([CH3:55])(=[O:54])=[O:53])[CH:48]=[CH:49][CH:50]=2)[CH:44]2[CH:40]1[CH2:41][NH:42][CH2:43]2.C(=O)([O-])O.[Na+]>CN(C)C=O.ClCCl.O>[NH3:3].[S:24]1[C:28]2[CH:29]=[CH:30][CH:31]=[CH:32][C:27]=2[N:26]=[C:25]1[CH2:33][CH2:34][C:35]([N:42]1[CH2:43][CH:44]2[CH:40]([C:39]2([C:45]2[CH:46]=[C:47]([NH:51][S:52]([CH3:55])(=[O:54])=[O:53])[CH:48]=[CH:49][CH:50]=2)[CH3:38])[CH2:41]1)=[O:37] |f:0.1,2.3,6.7|. Reported procedure: A solution of 1-hydroxybenzotriazole monohydrate (112 mg, 0.73 mmol) and 1-(3-dimethylaminopropyl)-3-ethylcarbodiimide hydrochloride (153 mg, 0.80 mmol) in N,N-dimethylformamide (5 ml) was added to 3-(1,3-benzothiazol-2-yl)propanoic acid (P. Baudet and C. Otten, Helv. Chim. Acta, 1970, 53, 1683; 137 mg, 0.66 mmol). After stirring at room temperature for 15 min, the mixture was added to the hydrochloride salt of N-[3-(6-methyl-3-azabicyclo[3.1.0]hex-6-yl)phenyl]methanesulfonamide (Preparation 53,... The reactants are FC(C(=O)O)(F)F.C(N)(=O)C=1CCNCC1 (4-carbamoyl-1,2,3,6-tetrahydropyridine trifluoroacetate), ClC=1C2=C(N=C(N1)C)N(C=C2C)C2=C(SC=C2C(C)C)C (4-chloro-2,5-dimethyl-7-(isopropyl-2-methylthiophenyl)-7H-pyrrolo[2,3-d]pyrimidine), C(O)([O-])=O.[Na+] (sodium hydrogencarbonate), C(C)(C)N(CC)C(C)C (diisopropylethylamine). Solvent: C(C)O (ethanol). Product: C(N)(=O)C=1CCN(CC1)C=1C2=C(N=C(N1)C)N(C=C2C)C2=C(C=C(C=C2)C(C)C)SC (4-(4-carbamoyl-1,2,3,6-tetrahydropyridin-1-yl)-2,5-dimethyl-7-(4-isopropyl-2-methylthiophenyl)-7H-pyrrolo [2,3-d]pyrimidine). Isolated yield 37.5%. Reaction SMILES: FC(F)(F)C(O)=O.[C:8]([C:11]1[CH2:12][CH2:13][NH:14][CH2:15][CH:16]=1)(=[O:10])[NH2:9].Cl[C:18]1[C:19]2[C:27]([CH3:28])=[CH:26][N:25]([C:29]3[C:33]([CH:34]([CH3:36])C)=[CH:32][S:31][C:30]=3[CH3:37])[C:20]=2[N:21]=[C:22]([CH3:24])[N:23]=1.[CH:38](N(C(C)C)CC)([CH3:40])[CH3:39].C(=O)([O-])O.[Na+]>C(O)C>[C:8]([C:11]1[CH2:16][CH2:15][N:14]([C:18]2[C:19]3[C:27]([CH3:28])=[CH:26][N:25]([C:29]4[CH:33]=[CH:34][C:36]([CH:38]([CH3:40])[CH3:39])=[CH:37][C:30]=4[S:31][CH3:32])[C:20]=3[N:21]=[C:22]([CH3:24])[N:23]=2)[CH2:13][CH:12]=1)(=[O:10])[NH2:9] |f:0.1,4.5|. Procedure: In 4 ml of ethanol, 0.25 g of 4-carbamoyl-1,2,3,6-tetrahydropyridine trifluoroacetate and 0.35 g of 4-chloro-2,5-dimethyl-7-(isopropyl-2-methylthiophenyl)-7H-pyrrolo[2,3-d]pyrimidine were dissolved, and 0.39 g of diisopropylethylamine were added thereto. The reaction mixture was heated under reflux for 7.5 hours, and subsequently, a saturated aqueous solution of sodium hydrogencarbonate was poured into the reaction mixture. The reaction mixture was extracted with ethyl acetate. The extract was w...